This data is from the Open Reaction Database (ORD), a public repository of structured organic reaction records. The task is: describe an organic reaction: reactants, conditions, products, and yield Starting materials: OCC[C@H]1[C@H](C1)C1CCN(CC1)C#N (4-((1R,2S)-2-(2-hydroxyethyl)cyclopropyl)piperidine-1-carbonitrile), NO (hydroxylamine). Run in C(C)O (Ethanol). Run at temperature 65 celsius. Yields the product ONC(=N)N1CCC(CC1)[C@@H]1[C@@H](C1)CCO (N-hydroxy-4-((1R,2S)-2-(2-hydroxyethyl)cyclopropyl)piperidine-1-carboximidamide). As a reaction SMILES: [OH:1][CH2:2][CH2:3][C@@H:4]1[CH2:6][C@@H:5]1[CH:7]1[CH2:12][CH2:11][N:10]([C:13]#[N:14])[CH2:9][CH2:8]1.[NH2:15][OH:16]>C(O)C>[OH:16][NH:15][C:13]([N:10]1[CH2:11][CH2:12][CH:7]([C@H:5]2[CH2:6][C@H:4]2[CH2:3][CH2:2][OH:1])[CH2:8][CH2:9]1)=[NH:14]. Reported procedure: 4-((1R,2S)-2-(2-hydroxyethyl)cyclopropyl)piperidine-1-carbonitrile (4.1 g, 21.10 mmol) was dissolved in Ethanol (60 ml) and hydroxylamine (5.17 ml, 84 mmol) (50% water solution) was added dropwise. The mixture was heated at 65° C. for 1 h. The mixture was evaporated to afford the desired product which was used for the next step without further purification. Rf was 0 @ 70% EtOAc in hexanes (blue spot on CAM stain) Starting materials: ClC1=C(C=CC(=C1)Cl)C1=NC(=NC(=C1CO)C)C1=CC=CC=C1 ((4-(2,4-dichlorophenyl)-6-methyl-2-phenylpyrimidin-5-yl)methanol), CC(=O)OI1(C=2C=CC=CC2C(=O)O1)(OC(=O)C)OC(=O)C (Dess-Martin periodinane). Run in CCOC(=O)C (EtOAc), C(Cl)Cl (CH2Cl2). Reaction conditions: time 2 hour. Yields the product ClC1=C(C=CC(=C1)Cl)C1=NC(=NC(=C1C=O)C)C1=CC=CC=C1 (4-(2,4-dichlorophenyl)-6-methyl-2-phenylpyrimidine-5-carbaldehyde). Isolated yield 94.7%. RXN SMILES: [Cl:1][C:2]1[CH:7]=[C:6]([Cl:8])[CH:5]=[CH:4][C:3]=1[C:9]1[C:14]([CH2:15][OH:16])=[C:13]([CH3:17])[N:12]=[C:11]([C:18]2[CH:23]=[CH:22][CH:21]=[CH:20][CH:19]=2)[N:10]=1.CC(OI1(OC(C)=O)(OC(C)=O)OC(=O)C2C=CC=CC1=2)=O>C(Cl)Cl.CCOC(C)=O>[Cl:1][C:2]1[CH:7]=[C:6]([Cl:8])[CH:5]=[CH:4][C:3]=1[C:9]1[C:14]([CH:15]=[O:16])=[C:13]([CH3:17])[N:12]=[C:11]([C:18]2[CH:19]=[CH:20][CH:21]=[CH:22][CH:23]=2)[N:10]=1. Reported procedure: To a stirred solution of (4-(2,4-dichlorophenyl)-6-methyl-2-phenylpyrimidin-5-yl)methanol (75 mg, 0.2 mmol) in CH2Cl2 (6 mL) was added Dess-Martin periodinane (102 mg, 0.24 mmol). The reaction was kept for 2 hrs and was diluted with EtOAc (10 mL). The organic layer was washed with saturated NaHCO3 solution (10 mL), and brine (10 mL), dried (MgSO4), filtered and concentrated under reduced pressure to give the crude product as a white solid (75 mg). The crude product was purified by flash chromato...